This data is from the Open Reaction Database (ORD), a public repository of structured organic reaction records. The task is: describe an organic reaction: reactants, conditions, products, and yield Starting materials: C(C1=CC=CC=C1)N(C1=C(C(=CC=C1)NS(=O)(=O)C)C)CC1=CC=C(OC2=CC=C(C=C2)CCCC(=O)O)C=C1 (4-(4-{4-[(benzyl{2-methyl-3-[(methylsulfonyl)amino]phenyl}amino)methyl]phenoxy}phenyl)butanoic acid), N[C@H](CC1=CC=C(C=C1)O)C(=O)OC(C)(C)C (H-D-Tyr-OtBu). Product: C(C1=CC=CC=C1)N(C1=C(C(=CC=C1)NS(=O)(=O)C)C)CC1=CC=C(OC2=CC=C(C=C2)CCCC(=O)N[C@H](CC2=CC=C(C=C2)O)C(=O)O)C=C1 (N-[4-(4-{4-[(benzyl{2-methyl-3-[(methylsulfonyl)amino]phenyl}amino)methyl]phenoxy}phenyl)butanoyl]-D-tyrosine). RXN SMILES: [CH2:1]([N:8]([CH2:21][C:22]1[CH:40]=[CH:39][C:25]([O:26][C:27]2[CH:32]=[CH:31][C:30]([CH2:33][CH2:34][CH2:35][C:36](O)=[O:37])=[CH:29][CH:28]=2)=[CH:24][CH:23]=1)[C:9]1[CH:14]=[CH:13][CH:12]=[C:11]([NH:15][S:16]([CH3:19])(=[O:18])=[O:17])[C:10]=1[CH3:20])[C:2]1[CH:7]=[CH:6][CH:5]=[CH:4][CH:3]=1.[NH2:41][C@@H:42]([C:51]([O:53]C(C)(C)C)=[O:52])[CH2:43][C:44]1[CH:49]=[CH:48][C:47]([OH:50])=[CH:46][CH:45]=1>>[CH2:1]([N:8]([CH2:21][C:22]1[CH:23]=[CH:24][C:25]([O:26][C:27]2[CH:28]=[CH:29][C:30]([CH2:33][CH2:34][CH2:35][C:36]([NH:41][C@@H:42]([C:51]([OH:53])=[O:52])[CH2:43][C:44]3[CH:45]=[CH:46][C:47]([OH:50])=[CH:48][CH:49]=3)=[O:37])=[CH:31][CH:32]=2)=[CH:39][CH:40]=1)[C:9]1[CH:14]=[CH:13][CH:12]=[C:11]([NH:15][S:16]([CH3:19])(=[O:17])=[O:18])[C:10]=1[CH3:20])[C:2]1[CH:3]=[CH:4][CH:5]=[CH:6][CH:7]=1. Reported procedure: The product from Example 100 (56 mg, 0.1 mmole) and H-D-Tyr-OtBu (47 mg, 0.2 mmole) were processed as in Example 213A-B to provide the title compound. 1H NMR (500 MHz, DMSO-d6) δ11.78-13.25 (br.s, 1 H), 8.95 (s, 1 H), 8.64-9.80 (br.s, 1 H), 8.03 (d, 1 H), 7.26 (m, 6 H), 7.19 (m, 1 H), 7.12 (d, 2 H), 7.00 (m, 5 H), 6.88 (m, 4 H), 6.64 (d, 2 H), 4.35 (m, 1 H), 4.06 (s, 2 H), 4.02 (s, 2 H), 2.94 (d, 1 H), 2.91 (s, 3 H), 2.72 (dd, 1 H), 2.44 (t, 2 H), 2.39 (s, 3 H), 2.06 (m, 2 H), 1.69 (m, 2 H); MS ... Starting materials: C(CCC)[Li] (n-butyllithium), Cl[Si](C)(C)C (chlorotrimethylsilane), C(C)(C)NC(C)C (diisopropylamine), FC(C1=NC(=C(C=C1C(=O)OCC)C(=O)OCC)C(F)(F)F)(F)F (diethyl 2,6-bis(trifluoromethyl)-3,5-pyridine-dicarboxylate). The solvent is CCCCCC (hexane), C1CCOC1 (THF), O (water), C1CCOC1 (THF). Conditions: temperature -78 celsius, time 30 minute. Yields the product FC(C1=NC(=C(C(=C1C(=O)OC)[Si](C)(C)C)C(=O)OC)C(F)(F)F)(F)F (Dimethyl 2,6-Bis(trifluoromethyl)-4-(trimethylsilyl)-3,5-pyridinedicarboxylate). Yield: 51.8%. Reaction SMILES: C([Li])CCC.C(NC(C)C)(C)C.[F:13][C:14]([F:36])([F:35])[C:15]1[C:20]([C:21]([O:23][CH2:24]C)=[O:22])=[CH:19][C:18]([C:26]([O:28][CH2:29]C)=[O:27])=[C:17]([C:31]([F:34])([F:33])[F:32])[N:16]=1.Cl[Si:38]([CH3:41])([CH3:40])[CH3:39]>CCCCCC.C1COCC1.O>[F:13][C:14]([F:36])([F:35])[C:15]1[C:20]([C:21]([O:23][CH3:24])=[O:22])=[C:19]([Si:38]([CH3:41])([CH3:40])[CH3:39])[C:18]([C:26]([O:28][CH3:29])=[O:27])=[C:17]([C:31]([F:34])([F:33])[F:32])[N:16]=1. Procedure: To 10 ml of dry THF at −78° C. was added 8.4 ml (0.012 mol) of 1.55 M n-butyllithium in hexane followed by 1.21 g (1.7 ml, 0.012 mol) of diisopropylamine. After stirring at −78° C. for 30 min, a solution of 3.59 g (0.01 mol) of diethyl 2,6-bis(trifluoromethyl)-3,5-pyridine-dicarboxylate (prepared by the procedure similar to example 1 of U.S. Pat. No. 4,692,184) in 10 ml of dry THF was added. The reaction turned dark red and after stirring at −78° C. for 10 min, 4.4 g (0.05 mol) of chlorotrimethy... Reactants: OC1=CC=C(C=C1)CCCCO (4-(4-hydroxyphenyl)-1-butanol), ClCC=1N=C(OC1)\C=C\C1=CC=C(C=C1)Br ((E)-4-chloromethyl-2-[2-(4-bromophenyl)ethenyl]oxazole). Yields the product BrC1=CC=C(C=C1)/C=C/C=1OC=C(N1)COC1=CC=C(C=C1)CCCCO (4-[4-[2-(E)-[2-(4-bromophenyl)ethenyl]-1,3-oxazol-4-yl]methoxyphenyl]-1-butanol). Isolated yield 91.0%. Reaction SMILES: [OH:1][C:2]1[CH:7]=[CH:6][C:5]([CH2:8][CH2:9][CH2:10][CH2:11][OH:12])=[CH:4][CH:3]=1.Cl[CH2:14][C:15]1[N:16]=[C:17](/[CH:20]=[CH:21]/[C:22]2[CH:27]=[CH:26][C:25]([Br:28])=[CH:24][CH:23]=2)[O:18][CH:19]=1>>[Br:28][C:25]1[CH:26]=[CH:27][C:22](/[CH:21]=[CH:20]/[C:17]2[O:18][CH:19]=[C:15]([CH2:14][O:1][C:2]3[CH:3]=[CH:4][C:5]([CH2:8][CH2:9][CH2:10][CH2:11][OH:12])=[CH:6][CH:7]=3)[N:16]=2)=[CH:23][CH:24]=1. Procedure details: Using 4-(4-hydroxyphenyl)-1-butanol (4.99 g) and (E)-4-chloromethyl-2-[2-(4-bromophenyl)ethenyl]oxazole (7.43 g), the same reaction as Reference Example 17-(i) was carried out to yield 4-[4-[2-(E)-[2-(4-bromophenyl)ethenyl]-1,3-oxazol-4-yl]methoxyphenyl]-1-butanol (9.70 g). Using the compound obtained (4.28 g), the same reaction as Reference Example 17-(ii) was carried out to yield the titled compound (4.47 g) as a white powder. Starting materials: CC(C)([O-])C.[K+] (potassium-t-butoxide), ClCCCC1=CN=CN1C(C1=CC=C(C=C1)C#N)C(=O)OCC (5-(3-chloropropyl)-1-(α-ethoxycarbonyl-p-cyanobenzyl)-1H-imidazole), C(C)(=O)O (acetic acid). Solvent: CC(=O)C (acetone), Cl (hydrogen chloride), O1CCCC1 (tetrahydrofuran). Reaction conditions: time 2 hour. Product: C(#N)C1=CC=C(C=C1)C1(CCCC=2N1C=NC2)C(=O)OCC (5-(p-cyanophenyl)-5-ethoxycarbonyl-5,6,7,8-tetrahydroimidazo[1,5-a]-pyridine). RXN SMILES: Cl[CH2:2][CH2:3][CH2:4][C:5]1[N:9]([CH:10]([C:19]([O:21][CH2:22][CH3:23])=[O:20])[C:11]2[CH:16]=[CH:15][C:14]([C:17]#[N:18])=[CH:13][CH:12]=2)[CH:8]=[N:7][CH:6]=1.CC(C)([O-])C.[K+].C(O)(=O)C>O1CCCC1.CC(C)=O.Cl>[C:17]([C:14]1[CH:15]=[CH:16][C:11]([C:10]2([C:19]([O:21][CH2:22][CH3:23])=[O:20])[N:9]3[CH:8]=[N:7][CH:6]=[C:5]3[CH2:4][CH2:3][CH2:2]2)=[CH:12][CH:13]=1)#[N:18] |f:1.2|. Reported procedure: A solution of 8.1 g of 5-(3-chloropropyl)-1-(α-ethoxycarbonyl-p-cyanobenzyl)-1H-imidazole in 50 ml of tetrahydrofuran is cooled to 0° in an ice bath. To this is added 8.0 g of potassium-t-butoxide as a solid in portions. The mixture is stirred at room temperature for 2 h, neutralized with 10% acetic acid and partitioned between methylene chloride and water. The organic layer is washed with water, dried over magnesium sulfate and evaporated to yield an oil which is dissolved in a small volume of ...